describe an organic reaction: reactants, conditions, products, and yield From a dataset of the Open Reaction Database (ORD), a public repository of structured organic reaction records. Starting materials: COC=1C=C(C=CC1)NC1=NC(=NC=2NC3=CC=CC=C3C21)NC(C(C)(C)C)=O (N-{4-[(3-methoxyphenyl)amino]-9H-pyrimido[4,5-b]indol-2-yl}-2,2-dimethylpropanamide), [OH-].[Na+] (NaOH), C(Cl)(Cl)Cl.CO (chloroform methanol). Solvent: CCOCC ((C2H5)2O). Product: COC=1C=C(C=CC1)NC1=NC(=NC=2NC3=CC=CC=C3C21)N (N4-(3-methoxyphenyl)-9H-pyrimido[4,5-b]indole-2,4-diamine). Yield: 92.0%. Reaction SMILES: [CH3:1][O:2][C:3]1[CH:4]=[C:5]([NH:9][C:10]2[C:22]3[C:21]4[C:16](=[CH:17][CH:18]=[CH:19][CH:20]=4)[NH:15][C:14]=3[N:13]=[C:12]([NH:23]C(=O)C(C)(C)C)[N:11]=2)[CH:6]=[CH:7][CH:8]=1.[OH-].[Na+].C(Cl)(Cl)Cl.CO>CCOCC>[CH3:1][O:2][C:3]1[CH:4]=[C:5]([NH:9][C:10]2[C:22]3[C:21]4[C:16](=[CH:17][CH:18]=[CH:19][CH:20]=4)[NH:15][C:14]=3[N:13]=[C:12]([NH2:23])[N:11]=2)[CH:6]=[CH:7][CH:8]=1 |f:1.2,3.4|. Reported procedure: Using the general procedure described above, the reaction of 8 (90 mg, 0.23 mmol) and 1 N NaOH provided 65 mg of AAG104 as a transparent solid in 92% yield. TLC Rf 0.34 (chloroform-methanol 15:1); mp 225.2-225.6° C.; 1H NMR (DMSO-d6) δ 3.74 (s, 3H, OCH3), 6.05 (s, 2H, NH2, exch), 6.88-8.07 (m, 8H, Ar—H), 8.16 (s, 1H, 4-NH, exch), 11.20 (s, 1H, 9-NH, exch). Anal. Calculated (C17H15N5O. 0.15 (C2H5)2O): C, 66.79; H, 5.25; N, 22.13. Found: C, 66.77; H, 5.08; N, 22.13. Reactants: C(C1=CC=CC=C1)(=O)OC1=C(N=C2N(CCCCC2)C1=O)C(=O)OC (methyl 3-(benzoyloxy)-4-oxo-4,6,7,8,9,10-hexahydropyrimido[1,2-a]azepine-2-carboxylate), BrN1C(CCC1=O)=O (N-bromo-succinimide), α,α′-azoisobutyronitrile. The solvent is C(Cl)(Cl)(Cl)Cl (carbon tetrachloride). Product: C(C1=CC=CC=C1)(=O)OC1=C(N=C2N(CCCCC2Br)C1=O)C(=O)OC (Methyl 3-(benzoyloxy)-10-bromo-4-oxo-4,6,7,8,9,10-hexahydropyrimido[1,2-a]azepine-2-carboxylate), petroleum ether ethyl acetate. As a reaction SMILES: [C:1]([O:9][C:10]1[C:20](=[O:21])[N:14]2[CH2:15][CH2:16][CH2:17][CH2:18][CH2:19][C:13]2=[N:12][C:11]=1[C:22]([O:24][CH3:25])=[O:23])(=[O:8])[C:2]1[CH:7]=[CH:6][CH:5]=[CH:4][CH:3]=1.[Br:26]N1C(=O)CCC1=O>C(Cl)(Cl)(Cl)Cl>[C:1]([O:9][C:10]1[C:20](=[O:21])[N:14]2[CH2:15][CH2:16][CH2:17][CH2:18][CH:19]([Br:26])[C:13]2=[N:12][C:11]=1[C:22]([O:24][CH3:25])=[O:23])(=[O:8])[C:2]1[CH:3]=[CH:4][CH:5]=[CH:6][CH:7]=1. Reported procedure: A mixture of methyl 3-(benzoyloxy)-4-oxo-4,6,7,8,9,10-hexahydropyrimido[1,2-a]azepine-2-carboxylate, N-bromo-succinimide (2 eq.) and α,α′-azoisobutyronitrile (0.45 eq.) in carbon tetrachloride was stirred under reflux for 14 hour. The mixture was cooled to room temperature, the succinimide was filtered off and the solvent was removed under reduced pressure. Methyl 3-(benzoyloxy)-10-bromo-4-oxo-4,6,7,8,9,10-hexahydropyrimido[1,2-a]azepine-2-carboxylate was obtained after flash chromatography (elu... Starting materials: CN1CCNCC1, C=Cc1ccc([N+](=O)[O-])c(OC)c1, CC(C)O, Oc1ccc(O)cc1. Product: COc1cc(CCN2CCN(C)CC2)ccc1[N+](=O)[O-]. As a reaction SMILES: [CH3:14][N:15]1[CH2:16][CH2:17][NH:18][CH2:19][CH2:20]1.[CH3:1][O:2][c:3]1[c:4]([N+:11](=[O:12])[O-:13])[cH:5][cH:6][c:7]([CH:9]=[CH2:10])[cH:8]1.[CH:29]([OH:30])([CH3:31])[CH3:32].[OH:21][c:22]1[cH:23][cH:24][c:25]([OH:26])[cH:27][cH:28]1>>[CH3:1][O:2][c:3]1[c:4]([N+:11](=[O:12])[O-:13])[cH:5][cH:6][c:7]([CH2:9][CH2:10][N:18]2[CH2:17][CH2:16][N:15]([CH3:14])[CH2:20][CH2:19]2)[cH:8]1. Reactants: C([O-])(O)=O.[Na+] (sodium bicarbonate), CC(=O)OCC1=C(N2[C@@H]([C@@H](C2=O)N)SC1)C(=O)O (7β-aminocephalosporanic acid), [Na] (sodium), NN1N=NN=C1S (1-amino-5-mercapto-1H-tetrazole), CS(=O)(=O)O (methanesulfonic acid), [Na] (sodium), NN1N=NN=C1S (1-amino-5-mercapto-1H-tetrazole). Run in O (water). Reaction conditions: time 3 hour. Yields the product N[C@H]1[C@@H]2N(C(=C(CS2)CSC2=NN=NN2N)C(=O)O)C1=O (7β-amino-3-[(1-amino-1H-tetrazol-5-yl)thiomethyl]-3-cephem-4-carboxylic acid). Isolated yield 52.5%. RXN SMILES: C(=O)(O)[O-].[Na+].CC(O[CH2:10][C:11]1[CH2:20][S:19][C@@H:14]2[C@H:15]([NH2:18])[C:16](=[O:17])[N:13]2[C:12]=1[C:21]([OH:23])=[O:22])=O.[Na].[NH2:25][N:26]1[C:30]([SH:31])=[N:29][N:28]=[N:27]1.CS(O)(=O)=O>O>[NH2:18][C@@H:15]1[C:16](=[O:17])[N:13]2[C:12]([C:21]([OH:23])=[O:22])=[C:11]([CH2:10][S:31][C:30]3[N:26]([NH2:25])[N:27]=[N:28][N:29]=3)[CH2:20][S:19][C@H:14]12 |f:0.1,^1:23|. Procedure details: To a solution of sodium bicarbonate (9.24 g, 0.11 mol) in water (1 liter) was added 7β-aminocephalosporanic acid (27.2 g, 0.1 mol) and the mixture was stirred until solution results. The sodium salt of 1-amino-5-mercapto-1H-tetrazole (27.8 g, 0.2 mol) was added to the mixture and allowed to react in an argon stream between 52° C. and 53° C. for 3 hours. An additional amount of the sodium salt of 1-amino-5-mercapto-1H-tetrazole (6.95 g, 0.5 mol) was added to the mixture and allowed to react at th... Reactants: CS(=O)(=O)N1CCN(CC1)[C@H]1C[C@H](NC1)C(=O)NC1=CC=C(C(=O)OC(C)(C)C)C=C1 (2-methyl-2-propanyl 4-[({(2S,4S)-4-[4-(methylsulfonyl)-1-piperazinyl]-2-pyrrolidinyl}carbonyl)amino]benzoate), CC(C)(C)OC(=O)NC[C@@H]1CC[C@H](CC1)C(=O)O (trans-4-[({[(2-methyl-2-propanyl)oxy]carbonyl}amino)methyl]cyclohexanecarboxylic acid). The product is CC(C)(C)OC(=O)NC[C@@H]1CC[C@H](CC1)C(=O)N1[C@@H](C[C@@H](C1)N1CCN(CC1)S(=O)(=O)C)C(=O)NC1=CC=C(C(=O)OC(C)(C)C)C=C1 (2-methyl-2-propanyl 4-[({(2S,4S)-1-({trans-4-[({[(2-methyl-2-propanyl)oxy]carbonyl}amino)methyl]cyclohexyl}carbonyl)-4-[4-(methylsulfonyl)-1-piperazinyl]-2-pyrrolidinyl}carbonyl)amino]benzoate). RXN SMILES: [CH3:1][S:2]([N:5]1[CH2:10][CH2:9][N:8]([C@@H:11]2[CH2:15][NH:14][C@H:13]([C:16]([NH:18][C:19]3[CH:31]=[CH:30][C:22]([C:23]([O:25][C:26]([CH3:29])([CH3:28])[CH3:27])=[O:24])=[CH:21][CH:20]=3)=[O:17])[CH2:12]2)[CH2:7][CH2:6]1)(=[O:4])=[O:3].[CH3:32][C:33]([O:36][C:37]([NH:39][CH2:40][C@H:41]1[CH2:46][CH2:45][C@H:44]([C:47](O)=[O:48])[CH2:43][CH2:42]1)=[O:38])([CH3:35])[CH3:34]>>[CH3:35][C:33]([O:36][C:37]([NH:39][CH2:40][C@H:41]1[CH2:46][CH2:45][C@H:44]([C:47]([N:14]2[CH2:15][C@@H:11]([N:8]3[CH2:9][CH2:10][N:5]([S:2]([CH3:1])(=[O:4])=[O:3])[CH2:6][CH2:7]3)[CH2:12][C@H:13]2[C:16]([NH:18][C:19]2[CH:31]=[CH:30][C:22]([C:23]([O:25][C:26]([CH3:28])([CH3:27])[CH3:29])=[O:24])=[CH:21][CH:20]=2)=[O:17])=[O:48])[CH2:43][CH2:42]1)=[O:38])([CH3:32])[CH3:34]. Procedure: Following the procedure described in Example 8, the compound prepared in Example 6 was treated with trans-4-[({[(2-methyl-2-propanyl)oxy]carbonyl}amino)methyl]cyclohexanecarboxylic acid to give the title compound as a white solid.